The task is: describe an organic reaction: reactants, conditions, products, and yield. This data is from the Open Reaction Database (ORD), a public repository of structured organic reaction records. The reactants are CC(C)(C)OC(=O)C1C(C#CC(=O)O)C1(C)C, ClCCl, CN(C)c1ccccn1, C(=NC1CCCCC1)=NC1CCCCC1, OCC(Cl)(Cl)Cl. Product: CC(C)(C)OC(=O)C1C(C#CC(=O)OCC(Cl)(Cl)Cl)C1(C)C. As a reaction SMILES: [C:16]([CH3:17])([CH3:18])([CH3:19])[O:20][C:21](=[O:22])[CH:23]1[C:24]([CH3:31])([CH3:32])[CH:25]1[C:26]#[C:27][C:28](=[O:29])[OH:30].[CH2:48]([Cl:49])[Cl:50].[CH3:33][N:34]([c:35]1[cH:36][cH:37][cH:38][cH:39][n:40]1)[CH3:41].[CH:1]1([N:2]=[C:3]=[N:4][CH:5]2[CH2:6][CH2:7][CH2:8][CH2:9][CH2:10]2)[CH2:11][CH2:12][CH2:13][CH2:14][CH2:15]1.[OH:42][CH2:43][C:44]([Cl:45])([Cl:46])[Cl:47]>>[C:16]([CH3:17])([CH3:18])([CH3:19])[O:20][C:21](=[O:22])[CH:23]1[C:24]([CH3:31])([CH3:32])[CH:25]1[C:26]#[C:27][C:28](=[O:29])[O:30][CH2:43][C:44]([Cl:45])([Cl:46])[Cl:47]. Starting materials: Cl.FC=1C(=C(C=CC1F)C1CCN(CC1)C(=O)C=1C2=C(NN1)CNC2)C(F)(F)F ((4-(3,4-Difluoro-2-(trifluoromethyl)phenyl)piperidin-1-yl)(1,4,5,6-tetrahydropyrrolo[3,4-c]pyrazol-3-yl)methanone Hydrochloride), N#CBr (cyanogen bromide), FC=1C(=C(C=CC1F)C1CCN(CC1)C(=O)N1N=CC2=C1CN(C2)C#N)C(F)(F)F ((4-(3,4-difluoro-2-(trifluoromethyl)phenyl)piperidine-1-carbonyl)-4,6-dihydropyrrolo[3,4-c]pyrazole-5(1H)-carbonitrile). Yields the product FC=1C(=C(C=CC1F)C1CCN(CC1)C(=O)C=1C2=C(NN1)CN(C2)C#N)C(F)(F)F (3-(4-(3,4-difluoro-2-(trifluoromethyl)phenyl)piperidine-1-carbonyl)-4,6-dihydropyrrolo[3,4-c]pyrazole-5(1H)-carbonitrile). Reaction SMILES: Cl.[F:2][C:3]1[C:4]([C:26]([F:29])([F:28])[F:27])=[C:5]([CH:10]2[CH2:15][CH2:14][N:13]([C:16]([C:18]3[C:19]4[CH2:25][NH:24][CH2:23][C:20]=4[NH:21][N:22]=3)=[O:17])[CH2:12][CH2:11]2)[CH:6]=[CH:7][C:8]=1[F:9].[N:30]#[C:31]Br.FC1C(C(F)(F)F)=C(C2CCN(C(N3C4CN(C#N)CC=4C=N3)=O)CC2)C=CC=1F>>[F:2][C:3]1[C:4]([C:26]([F:27])([F:28])[F:29])=[C:5]([CH:10]2[CH2:15][CH2:14][N:13]([C:16]([C:18]3[C:19]4[CH2:25][N:24]([C:31]#[N:30])[CH2:23][C:20]=4[NH:21][N:22]=3)=[O:17])[CH2:12][CH2:11]2)[CH:6]=[CH:7][C:8]=1[F:9] |f:0.1|. Procedure details: Following general procedure GP-J2, (4-(3,4-difluoro-2-(trifluoromethyl)phenyl)piperidin-1-yl)(1,4,5,6-tetrahydropyrrolo[3,4-c]pyrazol-3-yl)methanone (38) and cyanogen bromide were converted to -(4-(3,4-difluoro-2-(trifluoromethyl)phenyl)piperidine-1-carbonyl)-4,6-dihydropyrrolo[3,4-c]pyrazole-5(1H)-carbonitrile as a white solid (23 mg, 79%): No clear melt observed; 1H NMR (500 MHz, DMSO-d6) δ 13.623-13.172 (m, 1H), 7.850-7.664 (m, 1H), 7.664-7.470 (m, 1H), 5.552-3.846 (m, 6H), 3.271-2.652 (m, 3H...